Dataset: the Open Reaction Database (ORD), a public repository of structured organic reaction records. Task: describe an organic reaction: reactants, conditions, products, and yield Starting materials: COC=1C=C(C=CC1OC)CC(=O)NCCNC1=C(C(=NC(=C1)C)OC1=C(C=C(C=C1C)C)C)C (2-(3,4-dimethoxyphenyl)-N-(2-{[3,6-dimethyl-2-(2,4,6-trimethylphenoxy)(4-pyridyl)]amino}ethyl) acetamide). Solvent: C1CCOC1 (THF), C1CCOC1 (THF), C(Cl)(Cl)Cl (CHCl3), CO (MeOH). The product is COC=1C=C(C=CC1OC)CCNCCNC1=C(C(=NC(=C1)C)OC1=C(C=C(C=C1C)C)C)C ((2-{[2-(3,4-Dimethoxyphenyl)ethyl]amino}ethyl)[3,6-dimethyl-2-(2,4,6-trimethylphenoxy)(4-pyridyl)]amine). RXN SMILES: [CH3:1][O:2][C:3]1[CH:4]=[C:5]([CH2:11][C:12]([NH:14][CH2:15][CH2:16][NH:17][C:18]2[CH:23]=[C:22]([CH3:24])[N:21]=[C:20]([O:25][C:26]3[C:31]([CH3:32])=[CH:30][C:29]([CH3:33])=[CH:28][C:27]=3[CH3:34])[C:19]=2[CH3:35])=O)[CH:6]=[CH:7][C:8]=1[O:9][CH3:10]>C1COCC1.CO.C(Cl)(Cl)Cl>[CH3:1][O:2][C:3]1[CH:4]=[C:5]([CH2:11][CH2:12][NH:14][CH2:15][CH2:16][NH:17][C:18]2[CH:23]=[C:22]([CH3:24])[N:21]=[C:20]([O:25][C:26]3[C:31]([CH3:32])=[CH:30][C:29]([CH3:33])=[CH:28][C:27]=3[CH3:34])[C:19]=2[CH3:35])[CH:6]=[CH:7][C:8]=1[O:9][CH3:10]. Procedure details: Add BH3 in THF (1 M solution, 0.3 mmol, 0.3 mL) to a solution of the crude 2-(3,4-dimethoxyphenyl)-N-(2-{[3,6-dimethyl-2-(2,4,6-trimethylphenoxy)(4-pyridyl)]amino}ethyl) acetamide in THF (2.0 mL) at ambient temperature. Heat the reaction mixture under reflux for 15 h, dilute with a solution of 10% aq HCV/MeOH (1:1, 2 mL) and heat again under reflux (1 h). Dilute the reaction mixture with CHCl3 (10 mL), wash with saturated aq NaHCO3 (1×5 mL), dry and concentrate in vacuo. Chromatograph the crude ... Starting materials: ClC=1C=CC=2N(N1)C(=CN2)CC=2C=C1C=CC=NC1=CC2 (6-(6-Chloro-imidazo[1,2-b]pyridazin-3-ylmethyl)-quinoline), CCO (EtOH), [OH-].[Na+] (NaOH), Cl (HCl). Run at temperature 80 celsius, time 1 hour. Product: C(C)OC=1C=CC=2N(N1)C(=CN2)CC=2C=C1C=CC=NC1=CC2 (6-(6-ethoxy-imidazo[1,2-b]pyridazin-3-ylmethyl)-quinoline). RXN SMILES: Cl[C:2]1[CH:3]=[CH:4][C:5]2[N:6]([C:8]([CH2:11][C:12]3[CH:13]=[C:14]4[C:19](=[CH:20][CH:21]=3)[N:18]=[CH:17][CH:16]=[CH:15]4)=[CH:9][N:10]=2)[N:7]=1.[OH-].[Na+].Cl.[CH3:25][CH2:26][OH:27]>>[CH2:26]([O:27][C:2]1[CH:3]=[CH:4][C:5]2[N:6]([C:8]([CH2:11][C:12]3[CH:13]=[C:14]4[C:19](=[CH:20][CH:21]=3)[N:18]=[CH:17][CH:16]=[CH:15]4)=[CH:9][N:10]=2)[N:7]=1)[CH3:25] |f:1.2|. Procedure details: 6-(6-Chloro-imidazo[1,2-b]pyridazin-3-ylmethyl)-quinoline (Example 14, 112 mg, 0.380 mmol) was suspended in EtOH (1 mL). 2 M NaOH (950 μL, 1.900 mmol) was added and the RM was stirred at 80° C. for 1 h. The mixture was neutralized with 2 M HCl until pH=6 and then concentrated. The residue was diluted with DCM and the obtained solution was dried over Na2SO4, filtered and concentrated. The residue was crystallized in Et2O and small amount of isopropanol. The resulting solid was purified by flash c... The reactants are ClC=1N=C(C2=C(N1)C(=C(S2)CN2CCN(CC2)S(=O)(=O)C)C)N2CCOCC2 (2-Chloro-7-methyl-4-morpholino-6-((4-N-methylsulfonylpiperazin-1-yl)methyl)thieno[3,2-d]pyrimidine), C[S-].[Na+] (sodium thiomethoxide), CN(C)C=O (DMF). The solvent is C1(=CC=CC=C1)C (toluene). Product: CC1=C(SC2=C1N=C(N=C2N2CCOCC2)SC)CN2CCN(CC2)S(=O)(=O)C (7-methyl-2-(methylthio)-4-morpholino-6-((4-N-methylsulfonylpiperazin-1-yl)methyl)thieno[3,2-d]pyrimidine). Reaction SMILES: Cl[C:2]1[N:3]=[C:4]([N:23]2[CH2:28][CH2:27][O:26][CH2:25][CH2:24]2)[C:5]2[S:10][C:9]([CH2:11][N:12]3[CH2:17][CH2:16][N:15]([S:18]([CH3:21])(=[O:20])=[O:19])[CH2:14][CH2:13]3)=[C:8]([CH3:22])[C:6]=2[N:7]=1.[CH3:29][S-:30].[Na+].CN(C=O)C>C1(C)C=CC=CC=1>[CH3:22][C:8]1[C:6]2[N:7]=[C:2]([S:30][CH3:29])[N:3]=[C:4]([N:23]3[CH2:28][CH2:27][O:26][CH2:25][CH2:24]3)[C:5]=2[S:10][C:9]=1[CH2:11][N:12]1[CH2:17][CH2:16][N:15]([S:18]([CH3:21])(=[O:20])=[O:19])[CH2:14][CH2:13]1 |f:1.2|. Reported procedure: 2-Chloro-7-methyl-4-morpholino-6-((4-N-methylsulfonylpiperazin-1-yl)methyl)thieno[3,2-d]pyrimidine (2.38 mM) was added to sodium thiomethoxide dissolved in 50 mL toluene under N2 and heated to reflux. The reaction was stirred at reflux 24 hours and there was very little product by LCMS. To this reaction mixture was added 50 mL DMF to dissolve the starting material and again heated to reflux for two hours. Complete product formation was confirmed by LCMS. The reaction was poured onto ice water, e...